Dataset: the Open Reaction Database (ORD), a public repository of structured organic reaction records. Task: describe an organic reaction: reactants, conditions, products, and yield The reactants are NC=1C=C2C(=CNC2=CC1)CCN(C)C (5-Amino-3-(2-dimethylaminoethyl)indole), FC1=C(C=CC=C1)[N+](=O)[O-] (2-fluoronitrobenzene), N1=CC=CC=C1 (Pyridine). Run in BrC1=CC=CC=C1 (bromobenzene). Reaction conditions: temperature 156 celsius. The product is CN(CCC1=CNC2=CC=C(C=C12)NC1=C(C=CC=C1)[N+](=O)[O-])C (3-(2-Dimethylaminoethyl)-5-(2-nitrophenylamino)-1H-indole). The yield is 82.0%. Reaction SMILES: [NH2:1][C:2]1[CH:3]=[C:4]2[C:8](=[CH:9][CH:10]=1)[NH:7][CH:6]=[C:5]2[CH2:11][CH2:12][N:13]([CH3:15])[CH3:14].F[C:17]1[CH:22]=[CH:21][CH:20]=[CH:19][C:18]=1[N+:23]([O-:25])=[O:24].N1C=CC=CC=1>BrC1C=CC=CC=1>[CH3:15][N:13]([CH3:14])[CH2:12][CH2:11][C:5]1[C:4]2[C:8](=[CH:9][CH:10]=[C:2]([NH:1][C:17]3[CH:22]=[CH:21][CH:20]=[CH:19][C:18]=3[N+:23]([O-:25])=[O:24])[CH:3]=2)[NH:7][CH:6]=1. Reported procedure: 5-Amino-3-(2-dimethylaminoethyl)indole and 2-fluoronitrobenzene were used. Pyridine was used as base, bromobenzene was used as solvent, and the reaction was heated at reflux (156° C.) for 11 hours. Chromatography afforded the title compound (82%) as a dark red solid: mp, 116.0°-117.0° C.; 13C NMR (CD3OD) δ146.7, 136.7, 133.2, 131.0, 129.5, 127.2, 124.7, 121.3, 117.3, 117.2, 117.0, 114.1,113.4, 61.4, 45.4, 24.2; HRMS calculated for C18H20N4O2 324.1588, found 324.1564. Anal. calcd. for C18H20N4O2 ... Starting materials: step-ii, FC=1C=C(CN2N=CC(=C2)C2=CN(C3=NC=C(C=C32)C3=CC(=C(C=C3)N3CCN(CC3)C(=O)OC(C)(C)C)C)S(=O)(=O)C3=CC=C(C)C=C3)C=CC1 (tert-butyl 4-(4-(3-(1-(3-fluorobenzyl)-1H-pyrazol-4-yl)-1-tosyl-1H-pyrrolo[2,3-b]pyridin-5-yl)-2-methylphenyl)piperazine-1-carboxylate), CO.Cl (methanol HCl). The solvent is O1CCOCC1 (dioxane). The product is Cl.FC=1C=C(CN2N=CC(=C2)C2=CN(C3=NC=C(C=C32)C3=CC(=C(C=C3)N3CCNCC3)C)S(=O)(=O)C3=CC=C(C)C=C3)C=CC1 (3-(1-(3-fluorobenzyl)-1H-pyrazol-4-yl)-5-(3-methyl-4-(piperazin-1-yl)phenyl)-1-tosyl-1H-pyrrolo[2,3-b]pyridine hydrochloride). Isolated yield 95.5%. RXN SMILES: [F:1][C:2]1[CH:3]=[C:4]([CH:50]=[CH:51][CH:52]=1)[CH2:5][N:6]1[CH:10]=[C:9]([C:11]2[C:19]3[C:14](=[N:15][CH:16]=[C:17]([C:20]4[CH:25]=[CH:24][C:23]([N:26]5[CH2:31][CH2:30][N:29](C(OC(C)(C)C)=O)[CH2:28][CH2:27]5)=[C:22]([CH3:39])[CH:21]=4)[CH:18]=3)[N:13]([S:40]([C:43]3[CH:49]=[CH:48][C:46]([CH3:47])=[CH:45][CH:44]=3)(=[O:42])=[O:41])[CH:12]=2)[CH:8]=[N:7]1.CO.[ClH:55]>O1CCOCC1>[ClH:55].[F:1][C:2]1[CH:3]=[C:4]([CH:50]=[CH:51][CH:52]=1)[CH2:5][N:6]1[CH:10]=[C:9]([C:11]2[C:19]3[C:14](=[N:15][CH:16]=[C:17]([C:20]4[CH:25]=[CH:24][C:23]([N:26]5[CH2:27][CH2:28][NH:29][CH2:30][CH2:31]5)=[C:22]([CH3:39])[CH:21]=4)[CH:18]=3)[N:13]([S:40]([C:43]3[CH:44]=[CH:45][C:46]([CH3:47])=[CH:48][CH:49]=3)(=[O:41])=[O:42])[CH:12]=2)[CH:8]=[N:7]1 |f:1.2,4.5|. Procedure details: Using similar reaction conditions as described in step-ii of example-7, tert-butyl 4-(4-(3-(1-(3-fluorobenzyl)-1H-pyrazol-4-yl)-1-tosyl-1H-pyrrolo[2,3-b]pyridin-5-yl)-2-methylphenyl)piperazine-1-carboxylate (210 mg, 0.291 mmol) was deprotected in methanol/HCl in dioxane (5/10 ml) to afford 172 mg (95.5% yield) of the titled compound. MS: m/z=621.3 (M+1). Reactants: BrC1=CC2=C(N(C(CN=C2C=2C=C(C#N)C=CC2)=O)C)C=C1OC (3-(7-bromo-8-methoxy-1-methyl-2-oxo-2,3-dihydro-1H-benzo[e][1,4]diazepin-5-yl)-benzonitrile), C1(=CC=CC=C1)B(O)O (benzene boronic acid), ClC=1C=C(C=CC1)B(O)O (m-chlorophenyl boronic acid). Yields the product ClC=1C=C(C=CC1)C1=CC2=C(N(C(CN=C2C=2C=C(C#N)C=CC2)=O)C)C=C1OC (3-[7-(3-Chloro-phenyl)-8-methoxy-1-methyl-2-oxo-2,3-dihydro-1H-benzo[e][1,4]diazepin-5-yl]-benzonitrile). Isolated yield 36.0%. RXN SMILES: Br[C:2]1[C:22]([O:23][CH3:24])=[CH:21][C:5]2[N:6]([CH3:20])[C:7](=[O:19])[CH2:8][N:9]=[C:10]([C:11]3[CH:12]=[C:13]([CH:16]=[CH:17][CH:18]=3)[C:14]#[N:15])[C:4]=2[CH:3]=1.C1(B(O)O)C=CC=CC=1.[Cl:34][C:35]1[CH:36]=[C:37](B(O)O)[CH:38]=[CH:39][CH:40]=1>>[Cl:34][C:35]1[CH:40]=[C:39]([C:2]2[C:22]([O:23][CH3:24])=[CH:21][C:5]3[N:6]([CH3:20])[C:7](=[O:19])[CH2:8][N:9]=[C:10]([C:11]4[CH:12]=[C:13]([CH:16]=[CH:17][CH:18]=4)[C:14]#[N:15])[C:4]=3[CH:3]=2)[CH:38]=[CH:37][CH:36]=1. Procedure: Prepared from 3-(7-bromo-8-methoxy-1-methyl-2-oxo-2,3-dihydro-1H-benzo[e][1,4]diazepin-5-yl)-benzonitrile Intermediate 9 using the same method described for Example 1 and instead of using benzene boronic acid, we used m-chlorophenyl boronic acid. The title compound (58 mg) was obtained as a white solid, (yield=36%). Reactants: BrC1=CC=C(C=C1)[C@@H](C)N ((R)-(+)-1-(4-bromophenyl)ethylamine), C(C)S(=O)(=O)Cl (ethane sulfonyl chloride), N1=CC=CC=C1 (Pyridine). Solvent: C(Cl)Cl (CH2Cl2). Conditions: temperature 25 celsius, time 3 hour. Yields the product BrC1=CC=C(C=C1)[C@@H](C)NS(=O)(=O)CC ((R)-Ethanesulfonic acid [1-(4-bromo-phenyl)-ethyl]-amide). Yield: 27.4%. As a reaction SMILES: [Br:1][C:2]1[CH:7]=[CH:6][C:5]([C@H:8]([NH2:10])[CH3:9])=[CH:4][CH:3]=1.[CH2:11]([S:13](Cl)(=[O:15])=[O:14])[CH3:12].N1C=CC=CC=1>C(Cl)Cl>[Br:1][C:2]1[CH:7]=[CH:6][C:5]([C@H:8]([NH:10][S:13]([CH2:11][CH3:12])(=[O:15])=[O:14])[CH3:9])=[CH:4][CH:3]=1. Reported procedure: To a stirred solution of (R)-(+)-1-(4-bromophenyl)ethylamine (1 g, 5 mmol), in anhydrous CH2Cl2 (10 mL) under argon were added ethane sulfonyl chloride (0.57 mL, 5.99 mmol) and Pyridine (0.60 mL, 7.5 mmol). The resulting solution was stirred at 25° C. for 3 hrs. The reaction mixture was quenched with 1N HCl and extracted with EtOAc (3×10 mL). The organic phase was washed with brine (50 mL), dried over Na2SO4 and evaporated. The residue was purified by flash column chromatography (80% EtOAc in he...